From a dataset of the Open Reaction Database (ORD), a public repository of structured organic reaction records. describe an organic reaction: reactants, conditions, products, and yield The reactants are C(C)(C)(C)OC(=O)N1C(CN(CC1)C1=C(C=CC=C1)C)CCOS(=O)(=O)C (1-t-butyloxycarbonyl-2-(2-methylsulfonyloxyethyl)-4-(2-methylphenyl)piperazine), C[S-].[Na+] (sodium thiomethoxide). Run in C1CCOC1 (THF). Product: C(C)(C)(C)OC(=O)N1C(CN(CC1)C1=C(C=CC=C1)C)CCSC (1-t-Butyloxycarbonyl-2-(2-methylthioethyl)-4-(2-methylphenyl)piperazine). As a reaction SMILES: [C:1]([O:5][C:6]([N:8]1[CH2:13][CH2:12][N:11]([C:14]2[CH:19]=[CH:18][CH:17]=[CH:16][C:15]=2[CH3:20])[CH2:10][CH:9]1[CH2:21][CH2:22]OS(C)(=O)=O)=[O:7])([CH3:4])([CH3:3])[CH3:2].[CH3:28][S-:29].[Na+]>C1COCC1>[C:1]([O:5][C:6]([N:8]1[CH2:13][CH2:12][N:11]([C:14]2[CH:19]=[CH:18][CH:17]=[CH:16][C:15]=2[CH3:20])[CH2:10][CH:9]1[CH2:21][CH2:22][S:29][CH3:28])=[O:7])([CH3:4])([CH3:2])[CH3:3] |f:1.2|. Reported procedure: A stirred solution of 1-t-butyloxycarbonyl-2-(2-methylsulfonyloxyethyl)-4-(2-methylphenyl)piperazine from Step 1 above (0.39 g; 0.98 mmol) and sodium thiomethoxide (0.21 g; 3.0 mmol) in dry THF (15 mL) was heated to reflux for 18 h. The solvent was evaporated under reduced pressure and the residue was partitioned between EtOAc and water. The organic phase was separated and washed with saturated aqueous NaHCO3 and brine. The organic layer was dried (MgSO4), filtered, and the solvent was evaporate... The reactants are C(C)OC(C=C1C(CN(CC1)C(=O)OCC)CC1=CC=CC=C1)=O (1-ethoxycarbonyl-3-benzyl-4-piperidylidene-acetic acid ethyl ester). Reagents/catalysts: [Pd] (palladium on charcoal). The solvent is C(C)(=O)OCC (ethyl acetate). Product: C(C)OC(CC1C(CN(CC1)C(=O)OCC)CC1=CC=CC=C1)=O (1-ethoxycarbonyl-3-benzyl-4-piperidine-acetic acid ethyl ester). Reaction SMILES: [CH2:1]([O:3][C:4](=[O:24])[CH:5]=[C:6]1[CH2:11][CH2:10][N:9]([C:12]([O:14][CH2:15][CH3:16])=[O:13])[CH2:8][CH:7]1[CH2:17][C:18]1[CH:23]=[CH:22][CH:21]=[CH:20][CH:19]=1)[CH3:2]>C(OCC)(=O)C.[Pd]>[CH2:1]([O:3][C:4](=[O:24])[CH2:5][CH:6]1[CH2:11][CH2:10][N:9]([C:12]([O:14][CH2:15][CH3:16])=[O:13])[CH2:8][CH:7]1[CH2:17][C:18]1[CH:19]=[CH:20][CH:21]=[CH:22][CH:23]=1)[CH3:2]. Reported procedure: A solution of 114 g of 1-ethoxycarbonyl-3-benzyl-4-piperidylidene-acetic acid ethyl ester in 120 cc of ethyl acetate is hydrogenated in the presence of 15 g of 10% palladium on charcoal at 11 atmospheres and at a temperature of 50° for 18 hours. After removing the catalyst, the solvent is evaporated at reduced pressure. The 1-ethoxycarbonyl-3-benzyl-4-piperidine-acetic acid ethyl ester (mixture of isomers) obtained as residue, is used for the next reaction step without purification. Starting materials: C1(=CC(=CC=C1)N=C=O)C (m-Tolyl isocyanate), NC1=C2C(=NC=N1)N(N=C2C2=CC(=C(C=C2)N)F)C2CCC(CC2)=O (4-[4-amino-3-(4-amino-3-fluorophenyl)-1H-pyrazolo[3,4-d]pyrimidin-1-yl]-1-cyclohexanone). The solvent is N1=CC=CC=C1 (pyridine). Reaction conditions: time 16 hour. The product is NC1=C2C(=NC=N1)N(N=C2C2=CC(=C(C=C2)NC(=O)NC2=CC(=CC=C2)C)F)C2CCC(CC2)=O (N-{4-[4-amino-1-(4-oxocyclohexyl)-1H-pyrazolo[3,4-d]pyrimidin-3-yl]-2-fluorophenyl}-N′-(3-methylphenyl)urea). Yield: 81.4%. As a reaction SMILES: [C:1]1([CH3:10])[CH:6]=[CH:5][CH:4]=[C:3]([N:7]=[C:8]=[O:9])[CH:2]=1.[NH2:11][C:12]1[N:17]=[CH:16][N:15]=[C:14]2[N:18]([CH:29]3[CH2:34][CH2:33][C:32](=[O:35])[CH2:31][CH2:30]3)[N:19]=[C:20]([C:21]3[CH:26]=[CH:25][C:24]([NH2:27])=[C:23]([F:28])[CH:22]=3)[C:13]=12>N1C=CC=CC=1>[NH2:11][C:12]1[N:17]=[CH:16][N:15]=[C:14]2[N:18]([CH:29]3[CH2:30][CH2:31][C:32](=[O:35])[CH2:33][CH2:34]3)[N:19]=[C:20]([C:21]3[CH:26]=[CH:25][C:24]([NH:27][C:8]([NH:7][C:3]4[CH:4]=[CH:5][CH:6]=[C:1]([CH3:10])[CH:2]=4)=[O:9])=[C:23]([F:28])[CH:22]=3)[C:13]=12. Procedure: m-Tolyl isocyanate (1.2 equiv., 37.7 mg, 0.283 mmol) was added to a solution of 4-[4-amino-3-(4-amino-3-fluorophenyl)-1H-pyrazolo[3,4-d]pyrimidin-1-yl]-1-cyclohexanone (80.3 mg, 0.236 mmol) in pyridine. After 16 h at 40° C., the reaction was quenched with water (2 mL) and evaporated to dryness. Purification by preparative RP-HPLC (10% to 40% CH3CN in 0.1 N aqueous ammonium acetate, buffered to pH 4.5, over 60 min at 10 mL/min using a Waters Deltapak C18, 15 μm, 100×40 mm column, λ=254 nm) gave N... Reactants: CNC=1C(OC)=CC=CC1 (N-methyl o-anisidine), C(=O)([O-])[O-].[K+].[K+] (K2CO3), C1(=CC=CC=C1)C(N1CC(C1)S(=O)(=O)C)C1=CC=CC=C1 (1-(diphenylmethyl)-3-methane sulfonyl azetidine), O (Water). Run in C(C)#N (acetonitrile). Conditions: temperature 80 celsius. Product: ethyl acetate hexanes, C(C1=CC=CC=C1)(C1=CC=CC=C1)N1CC(C1)N(C)C1=C(C=CC=C1)OC ((1-Benzhydryl-azetidin-3-yl)-(2-methoxy-phenyl)-methyl-amine). The yield is 25.9%. RXN SMILES: [CH3:1][NH:2][C:3]1[C:4](=[CH:7][CH:8]=[CH:9][CH:10]=1)[O:5][CH3:6].C([O-])([O-])=O.[K+].[K+].[C:17]1([CH:23]([C:32]2[CH:37]=[CH:36][CH:35]=[CH:34][CH:33]=2)[N:24]2[CH2:27][CH:26](S(C)(=O)=O)[CH2:25]2)[CH:22]=[CH:21][CH:20]=[CH:19][CH:18]=1.O>C(#N)C>[CH:23]([N:24]1[CH2:27][CH:26]([N:2]([C:3]2[CH:10]=[CH:9][CH:8]=[CH:7][C:4]=2[O:5][CH3:6])[CH3:1])[CH2:25]1)([C:32]1[CH:37]=[CH:36][CH:35]=[CH:34][CH:33]=1)[C:17]1[CH:22]=[CH:21][CH:20]=[CH:19][CH:18]=1 |f:1.2.3|. Reported procedure: To a solution of 0.65 g of N-methyl o-anisidine in 15 mL of acetonitrile, was added 0.280 g of K2CO3, followed by 0.650 g of 1-(diphenylmethyl)-3-methane sulfonyl azetidine. The reaction mixture was heated at 80° C. for 1 h then at 50° C. overnight. Water was added and the mixture was extracted with ether. The organic phase was dried and the solvent was removed under vacuo. The product was filtered through 100 mL of silica gel, eluting a with 15% ethyl acetate/hexanes then 25% ethyl acetate/hexa... The reactants are OC1=CC=C(C(=O)OC)C=C1 (methyl 4-hydroxybenzoate), [H-].[Na+] (sodium hydride), ClC=1C=C(CBr)C=CC1Cl (3,4-dichlorobenzyl bromide). Solvent: O1CCCC1 (tetrahydrofuran). Conditions: time 48 hour. Product: ClC=1C=C(COC2=CC=C(C(=O)OC)C=C2)C=CC1Cl (Methyl 4-[(3,4-dichlorobenzyl)oxy]benzoate), solid. Yield: 100.0%. As a reaction SMILES: [OH:1][C:2]1[CH:11]=[CH:10][C:5]([C:6]([O:8][CH3:9])=[O:7])=[CH:4][CH:3]=1.[H-].[Na+].[Cl:14][C:15]1[CH:16]=[C:17]([CH:20]=[CH:21][C:22]=1[Cl:23])[CH2:18]Br>O1CCCC1>[Cl:14][C:15]1[CH:16]=[C:17]([CH:20]=[CH:21][C:22]=1[Cl:23])[CH2:18][O:1][C:2]1[CH:3]=[CH:4][C:5]([C:6]([O:8][CH3:9])=[O:7])=[CH:10][CH:11]=1 |f:1.2|. Procedure: To a suspension of methyl 4-hydroxybenzoate (366 mg, 2.41 mmol) and sodium hydride (116 mg, 60% w/w dispersion in oil, 2.65 mmol) in tetrahydrofuran (12 mL) was added 3,4-dichlorobenzyl bromide (578 mg, 2.41 mmol) and the reaction mixture was stirred at room temperature for 48 hours. The reaction was quenched by addition of methanol (15 mL) and was then evaporated to dryness. The resulting residue was purified by flash column chromatography using ethyl acetate/heptane as eluant. The title compou... As a reaction SMILES: CS(O[CH2:6][CH2:7][O:8][C:9]1[CH:14]=[CH:13][CH:12]=[C:11]([O:15][C:16]2[CH:21]=[CH:20][C:19]([CH2:22][N:23]([CH2:36][C:37]3[CH:42]=[CH:41][CH:40]=[CH:39][CH:38]=3)[C:24]3[CH:29]=[CH:28][CH:27]=[C:26]([NH:30][S:31]([CH3:34])(=[O:33])=[O:32])[C:25]=3[CH3:35])=[CH:18][CH:17]=2)[CH:10]=1)(=O)=O.[NH:43]1[CH2:53][CH2:52][CH2:51][CH2:50][CH:44]1[C:45]([O:47][CH2:48][CH3:49])=[O:46]>CN(C=O)C.C(OCC)(=O)C>[CH2:36]([N:23]([CH2:22][C:19]1[CH:18]=[CH:17][C:16]([O:15][C:11]2[CH:10]=[C:9]([CH:14]=[CH:13][CH:12]=2)[O:8][CH2:7][CH2:6][N:43]2[CH2:53][CH2:52][CH2:51][CH2:50][CH:44]2[C:45]([O:47][CH2:48][CH3:49])=[O:46])=[CH:21][CH:20]=1)[C:24]1[CH:29]=[CH:28][CH:27]=[C:26]([NH:30][S:31]([CH3:34])(=[O:33])=[O:32])[C:25]=1[CH3:35])[C:37]1[CH:38]=[CH:39][CH:40]=[CH:41][CH:42]=1. Reactants: CS(=O)(=O)OCCOC1=CC(=CC=C1)OC1=CC=C(C=C1)CN(C1=C(C(=CC=C1)NS(=O)(=O)C)C)CC1=CC=CC=C1 (2-(3-{4-[(benzyl{2-methyl-3-[(methylsulfonyl)amino]phenyl}amino)methyl]phenoxy}phenoxy)ethyl methanesulfonate), N1C(C(=O)OCC)CCCC1 (ethyl pipecolinate). The product is C(C1=CC=CC=C1)N(C1=C(C(=CC=C1)NS(=O)(=O)C)C)CC1=CC=C(OC=2C=C(OCCN3C(CCCC3)C(=O)OCC)C=CC2)C=C1 (ethyl 1-[2-(3-{4-[(benzyl{2-methyl-3-[(methylsulfonyl)amino]phenyl}amino)methyl]phenoxy}phenoxy)ethyl]piperidine-2-carboxylate). The solvent is C(C)(=O)OCC (ethyl acetate), CN(C)C=O (DMF). Reaction conditions: temperature 80 celsius. Procedure details: The product from Example 92C (0.057 g, 0.0934 mmoles) in anhydrous DMF (1.0 mL) was treated with ethyl pipecolinate (0.072 mL, 0.467 mmoles) and heated at 80° C. overnight. The reaction was diluted with ethyl acetate, washed with H2O (2×), brine, dried (Na2SO4), filtered, and the filtrate concentrated under reduced pressure. Starting materials: [N+](=O)([O-])C=1C=C(C(=O)Cl)C=CC1 (3-Nitrobenzoyl chloride), C(C1=CC=CC=C1)OC([C@@H](N)C)=O (L-alanine benzyl ester), aluminium amalgam. The product is C(C1=CC=CC=C1)OC([C@@H](C)C1=CC(=CC=C1)N)=O ((S)-2-(3-amino-phenyl)-propionic acid benzyl ester). Reaction SMILES: [N+:1]([C:4]1[CH:5]=[C:6]([CH:10]=[CH:11][CH:12]=1)C(Cl)=O)([O-])=O.[CH2:13]([O:20][C:21](=[O:25])[C@H:22]([CH3:24])N)[C:14]1[CH:19]=[CH:18][CH:17]=[CH:16][CH:15]=1>>[CH2:13]([O:20][C:21](=[O:25])[C@H:22]([C:11]1[CH:10]=[CH:6][CH:5]=[C:4]([NH2:1])[CH:12]=1)[CH3:24])[C:14]1[CH:19]=[CH:18][CH:17]=[CH:16][CH:15]=1. Procedure details: 3-Nitrobenzoyl chloride was reacted with L-alanine benzyl ester, then reduced with aluminium amalgam to produce (S)-2-(3-amino-phenyl)-propionic acid benzyl ester. This was reacted with 5-(2-adamantan-1-yl-ethyl)-2-cyclohexyl-1H-imidazole-4-carboxylic acid (Example 252) according to the procedure of Example 20, step d. The benzyl ester was hydrogenolysed using the same procedure as in Example 1, step e to afford the title compound. 1H NMR (300 MHz, d6-DMSO) 11.96 (1H, br s), 9.46 (1H, br s), 8.5...